From a dataset of the Open Reaction Database (ORD), a public repository of structured organic reaction records. describe an organic reaction: reactants, conditions, products, and yield The reactants are O=C1CCC(=O)N1Br, ClCCl, CS(=O)(=O)c1ccc(C(CC2CCCC2)C(=O)O)cc1F, Nc1nccs1, c1ccc(P(c2ccccc2)c2ccccc2)cc1. RXN SMILES: [Br:20][N:21]1[C:22](=[O:23])[CH2:24][CH2:25][C:26]1=[O:27].[CH2:55]([Cl:56])[Cl:57].[CH:28]1([CH2:33][CH:34]([C:35](=[O:36])[OH:37])[c:38]2[cH:39][c:40]([F:48])[c:41]([S:44](=[O:45])(=[O:46])[CH3:47])[cH:42][cH:43]2)[CH2:29][CH2:30][CH2:31][CH2:32]1.[NH2:49][c:50]1[s:51][cH:52][cH:53][n:54]1.[c:1]1([P:2]([c:3]2[cH:4][cH:5][cH:6][cH:7][cH:8]2)[c:9]2[cH:10][cH:11][cH:12][cH:13][cH:14]2)[cH:15][cH:16][cH:17][cH:18][cH:19]1>>[CH:28]1([CH2:33][CH:34]([C:35](=[O:37])[NH:49][c:50]2[s:51][cH:52][cH:53][n:54]2)[c:38]2[cH:39][c:40]([F:48])[c:41]([S:44](=[O:45])(=[O:46])[CH3:47])[cH:42][cH:43]2)[CH2:29][CH2:30][CH2:31][CH2:32]1. Yields the product CS(=O)(=O)c1ccc(C(CC2CCCC2)C(=O)Nc2nccs2)cc1F.